This data is from the Open Reaction Database (ORD), a public repository of structured organic reaction records. The task is: describe an organic reaction: reactants, conditions, products, and yield The reactants are CC1C(Oc2cccc(C(F)(F)F)c2)CN1C(=O)Cl, CN, C1CCOC1, O. Yields the product CNC(=O)N1CC(Oc2cccc(C(F)(F)F)c2)C1C. As a reaction SMILES: [CH3:1][CH:2]1[N:3]([C:17](=[O:18])[Cl:19])[CH2:4][CH:5]1[O:6][c:7]1[cH:8][c:9]([C:13]([F:14])([F:15])[F:16])[cH:10][cH:11][cH:12]1.[CH3:20][NH2:21].[O:22]1[CH2:23][CH2:24][CH2:25][CH2:26]1.[OH2:27]>>[CH3:1][CH:2]1[N:3]([C:17](=[O:18])[NH:21][CH3:20])[CH2:4][CH:5]1[O:6][c:7]1[cH:8][c:9]([C:13]([F:14])([F:15])[F:16])[cH:10][cH:11][cH:12]1. The reactants are CC(CF)c1ccc([N+](=O)[O-])cc1, [K+], [O-][Br+2]([O-])[O-], O, O=S(=O)(O)O. The product is CC(CF)c1ccc([N+](=O)[O-])cc1Br. Reaction SMILES: [F:6][CH2:7][CH:8]([CH3:9])[c:10]1[cH:11][cH:12][c:13]([N+:16](=[O:17])[O-:18])[cH:14][cH:15]1.[K+:19].[O-:20][Br+2:21]([O-:22])[O-:23].[OH2:24].[S:1](=[O:2])(=[O:3])([OH:4])[OH:5]>>[F:6][CH2:7][CH:8]([CH3:9])[c:10]1[c:11]([Br:21])[cH:12][c:13]([N+:16](=[O:17])[O-:18])[cH:14][cH:15]1.